Dataset: the Open Reaction Database (ORD), a public repository of structured organic reaction records. Task: describe an organic reaction: reactants, conditions, products, and yield The reactants are CC1C2=CC=CC=C2C=2C=CC=CC12 (9-methylfluorene), [Li]CCCC (n-BuLi), C1CO1 (ethylene oxide). The solvent is C1CCOC1 (THF), C1CCOC1 (THF). Run at temperature -20 celsius. Product: CC1(C2=CC=CC=C2C=2C=CC=CC12)CCO (9-methylfluorene-9-ethanol). As a reaction SMILES: [CH3:1][CH:2]1[C:14]2[CH:13]=[CH:12][CH:11]=[CH:10][C:9]=2[C:8]2[C:3]1=[CH:4][CH:5]=[CH:6][CH:7]=2.[Li]CCCC.[CH2:20]1[O:22][CH2:21]1>C1COCC1>[CH3:1][C:2]1([CH2:20][CH2:21][OH:22])[C:3]2[CH:4]=[CH:5][CH:6]=[CH:7][C:8]=2[C:9]2[C:14]1=[CH:13][CH:12]=[CH:11][CH:10]=2. Procedure: To a solution of 9-methylfluorene (10.0 g, 55.5 mmol) in 100 mL of THF was added n-BuLi (61.0 mmol) at -10° C., then a solution of ethylene oxide (61.0 mmol) in THF was added in one portion. The reaction mixture was stirred at -20° C., then allowed to warm to room temperature, quenched with NH4Cl solution and evaporated to a residue. This was then partitioned between ethyl acetate and water, the organic layer was washed with brine, dried with MgSO4 and evaporated to get the product which was pur... Starting materials: ClCC([C@]1([C@@H](C[C@H]2[C@@H]3CCC4=CC(C=C[C@]4(C)[C@H]3[C@H](C[C@]12C)O)=O)OCC(=C)C)O)=O (21-chloro-11β,17-dihydroxy-16α-(2-methyl-2-propenyloxy)pregna-1.4-diene-3,20-dione), ClC1=CC(=CC=C1)C(=O)OO (m-chloroperbenzoic acid). Solvent: ClCCl (dichloromethane). Yields the product ClCC([C@]1([C@@H](C[C@H]2[C@@H]3CCC4=CC(C=C[C@]4(C)[C@H]3[C@H](C[C@]12C)O)=O)OCC1(OC1)C)O)=O (21-Chloro-11β,17-dihydroxy-16α-[(2-methyloxiranyl)-methoxy]pregna-1,4-diene-3,20-dione). As a reaction SMILES: [Cl:1][CH2:2][C:3](=[O:31])[C@:4]1([OH:30])[C@:21]2([CH3:22])[C@H:7]([C@H:8]3[C@H:18]([C@@H:19]([OH:23])[CH2:20]2)[C@:16]2([CH3:17])[C:11](=[CH:12][C:13](=[O:24])[CH:14]=[CH:15]2)[CH2:10][CH2:9]3)[CH2:6][C@H:5]1[O:25][CH2:26][C:27]([CH3:29])=[CH2:28].ClC1C=CC=C(C(OO)=[O:40])C=1>ClCCl>[Cl:1][CH2:2][C:3](=[O:31])[C@:4]1([OH:30])[C@:21]2([CH3:22])[C@H:7]([C@H:8]3[C@H:18]([C@@H:19]([OH:23])[CH2:20]2)[C@:16]2([CH3:17])[C:11](=[CH:12][C:13](=[O:24])[CH:14]=[CH:15]2)[CH2:10][CH2:9]3)[CH2:6][C@H:5]1[O:25][CH2:26][C:27]1([CH3:29])[CH2:28][O:40]1. Procedure: A solution of 21-chloro-11β,17-dihydroxy-16α-(2-methyl-2-propenyloxy)pregna-1.4-diene-3,20-dione (16 mmoles) in 300 ml of dichloromethane is stirred with 3.2 g of m-chloroperbenzoic acid for 3 hours. The solution is washed with a mixture of 5% sodium bicarbonate solution and 5% sodium sulfite solution, dried, and evaporated to give the title compound. The reactants are C1(CCCCC1)CCC[C@H](CC(=O)OC(C)(C)C)C1=NC(=NO1)C(=O)NN (tert-butyl(3R)-6-cyclohexyl-3-[3-(hydrazinocarbonyl)-1,2,4-oxadiazol-5-yl]hexanoate), Cl (HCl), C(=O)([O-])[O-].[Na+].[Na+] (Na2CO3), N(=O)[O-].[Na+] (NaNO2). Solvent: CC(=O)O (AcOH). Run at time 30 minute. Yields the product NC1=NOC(=N1)[C@@H](CC(=O)O)CCCC1CCCCC1 ((3R)-3-(3-amino-1,2,4-oxadiazol-5-yl)-6-cyclohexylhexanoic acid). Yield: 50.2%. As a reaction SMILES: [CH:1]1([CH2:7][CH2:8][CH2:9][C@@H:10]([C:19]2[O:23][N:22]=[C:21](C(NN)=O)[N:20]=2)[CH2:11][C:12]([O:14]C(C)(C)C)=[O:13])[CH2:6][CH2:5][CH2:4][CH2:3][CH2:2]1.Cl.[N:29]([O-])=O.[Na+].C([O-])([O-])=O.[Na+].[Na+]>CC(O)=O>[NH2:29][C:21]1[N:20]=[C:19]([C@H:10]([CH2:9][CH2:8][CH2:7][CH:1]2[CH2:2][CH2:3][CH2:4][CH2:5][CH2:6]2)[CH2:11][C:12]([OH:14])=[O:13])[O:23][N:22]=1 |f:2.3,4.5.6|. Procedure: A solution of tert-butyl(3R)-6-cyclohexyl-3-[3-(hydrazinocarbonyl)-1,2,4-oxadiazol-5-yl]hexanoate (preparation 71) (1.06 g, 2.76 mmol) in glacial AcOH (10 ml) was treated with 2M HCl (10 ml) and stirred at room temperature for 30 minutes. The reaction mixture was cooled to 0° C. before being treated with a solution of NaNO2 (278 mg, in 5 ml H2O) making sure the temperature never rose above 5° C. The reaction mixture was stirred at 0° C. for 30 minutes and then allowed to warm to room temperature... The reactants are C1=C(C=CC=2C3CCCCC3CC12)OC[C@@H]1CN=C(O1)N ((S)-5-(5,6,7,8,8a,9-hexahydro-4bH-fluoren-2-yloxymethyl)-4,5-dihydro-oxazol-2-ylamine), C(C#CCC)(=O)OCC (ethyl 2-pentynoate), C1[C@@H](O1)CCl (R-epichlorohydrin), C1=C(C=CC=2C3CCCCC3CC12)O (5,6,7,8,8a,9-hexahydro-4bH-fluoren-2-ol). The solvent is C(C)O (ethanol). Product: C(C)C1=CC(N=C2N1C[C@H](O2)COC2=CC=1CC3CCCCC3C1C=C2)=O ((S)-5-ethyl-2-(5,6,7,8,8a,9-hexahydro-4bH-fluoren-2-yloxymethyl)-2,3-dihydro-oxazolo[3,2-a]pyrimidin-7-one). RXN SMILES: [CH:1]1[C:13]2[CH2:12][CH:11]3[CH:6]([CH2:7][CH2:8][CH2:9][CH2:10]3)[C:5]=2[CH:4]=[CH:3][C:2]=1[O:14][CH2:15][C@H:16]1[O:20][C:19]([NH2:21])=[N:18][CH2:17]1.C1O[C@H]1CCl.[CH:27]1[C:39]2CC3C(CCCC3)[C:31]=2[CH:30]=C[C:28]=1[OH:40].C(OCC)(=O)C#CCC>C(O)C>[CH2:31]([C:39]1[N:18]2[CH2:17][C@@H:16]([CH2:15][O:14][C:2]3[CH:3]=[CH:4][C:5]4[CH:6]5[CH:11]([CH2:10][CH2:9][CH2:8][CH2:7]5)[CH2:12][C:13]=4[CH:1]=3)[O:20][C:19]2=[N:21][C:28](=[O:40])[CH:27]=1)[CH3:30]. Procedure: To a solution of (S)-5-(5,6,7,8,8a,9-hexahydro-4bH-fluoren-2-yloxymethyl)-4,5-dihydro-oxazol-2-ylamine (16 mg, 0.055 mmol), prepared in accordance with the procedures in Steps 1 and 2 of Example 1 and starting from R-epichlorohydrin and 5,6,7,8,8a,9-hexahydro-4bH-fluoren-2-ol (prepared by the same procedure as in Step 1 of Example 19), in ethanol (2 mL) was added ethyl 2-pentynoate (4.2 mg, 0.065 mmol). The reaction mixture was heated at reflux for 14 hrs and then cooled to room temperature. The...